Dataset: the Open Reaction Database (ORD), a public repository of structured organic reaction records. Task: describe an organic reaction: reactants, conditions, products, and yield Starting materials: O1C=C(C=C1)CN1C(=NC2=C1C=CC=C2)NC2CCNCC2 ((1-(fur-3-ylmethyl)-1H-benzimidazol-2-yl)(piperidin-4-yl)amine), COC1=C(C(=O)N2CC(CC2)(CCOS(=O)(=O)C)C2=CC=CC=C2)C=C(C=C1)N1N=NN=C1 (1-(2-methoxy-5-(1H-tetrazol-1-yl)benzoyl)-3-phenyl-3-(2-methanesulfonyloxyethyl)pyrrolidine). Product: COC1=C(C(=O)N2CC(CC2)(C2=CC=CC=C2)CCN2CCC(CC2)NC2=NC3=C(N2CC2=COC=C2)C=CC=C3)C=C(C=C1)N1N=NN=C1 (1-(2-methoxy-5-(1H-tetrazol-1-yl)benzoyl)-3-(2-(4-(1-(fur-3-ylmethyl)-1H-benzimidazol-2-yl-amino)piperidin-1-yl)ethyl)-3-phenylpyrrolidine). Reaction SMILES: [O:1]1[CH:5]=[CH:4][C:3]([CH2:6][N:7]2[C:11]3[CH:12]=[CH:13][CH:14]=[CH:15][C:10]=3[N:9]=[C:8]2[NH:16][CH:17]2[CH2:22][CH2:21][NH:20][CH2:19][CH2:18]2)=[CH:2]1.[CH3:23][O:24][C:25]1[CH:50]=[CH:49][C:48]([N:51]2[CH:55]=[N:54][N:53]=[N:52]2)=[CH:47][C:26]=1[C:27]([N:29]1[CH2:33][CH2:32][C:31]([C:41]2[CH:46]=[CH:45][CH:44]=[CH:43][CH:42]=2)([CH2:34][CH2:35]OS(C)(=O)=O)[CH2:30]1)=[O:28]>>[CH3:23][O:24][C:25]1[CH:50]=[CH:49][C:48]([N:51]2[CH:55]=[N:54][N:53]=[N:52]2)=[CH:47][C:26]=1[C:27]([N:29]1[CH2:33][CH2:32][C:31]([CH2:34][CH2:35][N:20]2[CH2:19][CH2:18][CH:17]([NH:16][C:8]3[N:7]([CH2:6][C:3]4[CH:4]=[CH:5][O:1][CH:2]=4)[C:11]4[CH:12]=[CH:13][CH:14]=[CH:15][C:10]=4[N:9]=3)[CH2:22][CH2:21]2)([C:41]2[CH:42]=[CH:43][CH:44]=[CH:45][CH:46]=2)[CH2:30]1)=[O:28]. Procedure: Prepare by the method of Example 102.1 using (1-(fur-3-ylmethyl)-1H-benzimidazol-2-yl)(piperidin-4-yl)amine and 1-(2-methoxy-5-(1H-tetrazol-1-yl)benzoyl)-3-phenyl-3-(2-methanesulfonyloxyethyl)pyrrolidine (prepared from (−)-3-(2-hydroxyethyl)-3-phenylpyrrolidine (R,R)-di-p-anisoyltartaric acid salt) to give the title compound.